This data is from the Open Reaction Database (ORD), a public repository of structured organic reaction records. The task is: describe an organic reaction: reactants, conditions, products, and yield Starting materials: C1(=CC=CC=C1)C (toluene), CN(C)C(C(=O)OCC)=C (ethyl N,N-dimethylaminoacrylate), C1(CC1)N (cyclopropylamine), FC1=C(C(=O)Cl)C=C(C(=C1)F)F (2,4,5-trifluorobenzoyl chloride). Run in C(C)N(CC)CC (triethylamine), O (water), C(C)(=O)O (acetic acid). Conditions: temperature 55 celsius, time 2 hour. The product is C1(CC1)N1C=C(C(C2=CC(=C(C=C12)F)F)=O)C(=O)OCC (ethyl 1-cyclopropyl-6,7-difluoro-1,4-dihydro-4-oxo-3-quinoline-carboxylate). The yield is 90.6%. As a reaction SMILES: C1(C)C=CC=CC=1.CN([C:11](=[CH2:17])[C:12]([O:14][CH2:15][CH3:16])=[O:13])C.F[C:19]1[CH:27]=[C:26]([F:28])[C:25]([F:29])=[CH:24][C:20]=1[C:21](Cl)=[O:22].[CH:30]1([NH2:33])[CH2:32][CH2:31]1>O.C(O)(=O)C.C(N(CC)CC)C>[CH:30]1([N:33]2[C:19]3[C:20](=[CH:24][C:25]([F:29])=[C:26]([F:28])[CH:27]=3)[C:21](=[O:22])[C:11]([C:12]([O:14][CH2:15][CH3:16])=[O:13])=[CH:17]2)[CH2:32][CH2:31]1. Procedure: 272 g of toluene, 111 g of ethyl N,N-dimethylaminoacrylate and 85 g of triethylamine were initially charged, and 156 g of 2,4,5-trifluorobenzoyl chloride were added dropwise at from 50 to 55° C. over a period of 60 minutes. The mixture was subsequently stirred at 55° C. for 2 hours and then cooled to room temperature. 56 g of acetic acid were then added, and 48.6 g of cyclopropylamine were added dropwise at from 20 to 30° C. 250 ml of water were then added to the reaction mixture which was stirr... The reactants are COC1=CC=C(C=C1)CC(C)N (2-(4-Methoxy-phenyl)-1-methyl-ethylamine), CC1NCC2=CC(=CC=C2C1)O (3-methyl-1,2,3,4-tetrahydro-isoquinolin-7-ol). Product: COC1=CC=C2CCNCC2=C1 (7-Methoxy-1,2,3,4-tetrahydro-isoquinoline), C1NCCC2=CC=C(C=C12)O (1,2,3,4-tetrahydro-isoquinolin-7-ol), COC1=CC=C(C=C1)CC(C)=O (1-(4-methoxy-phenyl)-propan-2-one). As a reaction SMILES: [CH3:1][O:2][C:3]1[CH:8]=[CH:7][C:6]([CH2:9][CH:10]([NH2:12])[CH3:11])=[CH:5][CH:4]=1.[CH3:13][CH:14]1[CH2:23][C:22]2[C:17](=[CH:18][C:19]([OH:24])=[CH:20][CH:21]=2)[CH2:16][NH:15]1>>[CH3:1][O:2][C:3]1[CH:4]=[C:5]2[C:6]([CH2:9][CH2:10][NH:12][CH2:13]2)=[CH:7][CH:8]=1.[CH2:16]1[C:17]2[C:22](=[CH:21][CH:20]=[C:19]([OH:24])[CH:18]=2)[CH2:23][CH2:14][NH:15]1.[CH3:1][O:2][C:3]1[CH:8]=[CH:7][C:6]([CH2:9][C:10](=[O:24])[CH3:11])=[CH:5][CH:4]=1. Procedure details: 7-Methoxy-1,2,3,4-tetrahydro-isoquinoline and 1,2,3,4-tetrahydro-isoquinolin-7-ol were prepared by a literature procedure (J. Med. Chem. 1987, 30, 2208–2216). 2-(4-Methoxy-phenyl)-1-methyl-ethylamine required for the preparation of 3-methyl-1,2,3,4-tetrahydro-isoquinolin-7-ol was obtained from 1-(4-methoxy-phenyl)-propan-2-one by Procedure X and was subsequently converted to the tetrahydroisoquinoline by the same literature method. Reactants: [OH-].[Na+] (sodium hydroxide), C(N)(S)=S.NCCCN1CCOCC1 (4-(3-aminopropyl)morpholine dithiocarbamate). Solvent: C(=S)=S (carbon disulfide). Reaction conditions: time 1 hour. Yields the product C(N)([S-])=S.NCCCN1CCOCC1.[Na+] (Sodium 4-(3-Aminopropyl)Morpholine Dithiocarbamate). As a reaction SMILES: [OH-].[Na+:2].[C:3](=[S:6])([SH:5])[NH2:4].[NH2:7][CH2:8][CH2:9][CH2:10][N:11]1[CH2:16][CH2:15][O:14][CH2:13][CH2:12]1>C(=S)=S>[C:3](=[S:5])([S-:6])[NH2:4].[NH2:7][CH2:8][CH2:9][CH2:10][N:11]1[CH2:16][CH2:15][O:14][CH2:13][CH2:12]1.[Na+:2] |f:0.1,2.3,5.6.7|. Reported procedure: When the reactor contents had reached 30° C., the carbon disulfide feed was started at a slow drop-wise rate. After five minutes the sodium hydroxide feed was also started at a slow drop-wise rate. The feeds were regulated such that the reaction temperature did not exceed 45° C., and both additions were complete after approximately forty-five minutes. The reaction was then allowed to cook for one hour at 40° C., after which the 4-(3-aminopropyl)morpholine dithiocarbamate solution was a clear ora... The reactants are N#CCCBr, O=C([O-])[O-], CCC(C)=O, [I-], [K+], [K+], [K+], O, OCc1ccc(O)cc1. Reaction SMILES: [Br:10][CH2:11][CH2:12][C:13]#[N:14].[C:15](=[O:16])([O-:17])[O-:18].[CH3:23][C:24](=[O:25])[CH2:26][CH3:27].[I-:22].[K+:19].[K+:20].[K+:21].[OH2:28].[OH:1][c:2]1[cH:3][cH:4][c:5]([CH2:6][OH:7])[cH:8][cH:9]1>>[O:1]([c:2]1[cH:3][cH:4][c:5]([CH2:6][OH:7])[cH:8][cH:9]1)[CH2:15][CH2:11][CH2:12][C:13]#[N:14]. Yields the product N#CCCCOc1ccc(CO)cc1. Reactants: O=C1N(CN(C(N1C)=O)CC)CC (2,4-dioxo-hexahydro-1,5-diethyl-3-methyl-s-triazine), BrBr (bromine). Run in C(Cl)Cl (methylene chloride). Product: [Br-].O=C1[NH+](CN(C(N1C)=O)CC)CC (2,4-dioxo-1,2,3,4-tetrahydro-1,5-diethyl-3-methyl-s-triazinium bromide). Isolated yield 86.4%. RXN SMILES: [O:1]=[C:2]1[N:7]([CH3:8])[C:6](=[O:9])[N:5]([CH2:10][CH3:11])[CH2:4][N:3]1[CH2:12][CH3:13].[Br:14]Br>C(Cl)Cl>[Br-:14].[O:1]=[C:2]1[N:7]([CH3:8])[C:6](=[O:9])[N:5]([CH2:10][CH3:11])[CH2:4][NH+:3]1[CH2:12][CH3:13] |f:3.4|. Procedure: 18.5 g (0.1 mol) of 2,4-dioxo-hexahydro-1,5-diethyl-3-methyl-s-triazine are dissolved in 20 ml of methylene chloride and 24 g (0.15 mol) of bromine are added dropwise. The temperature is kept at 20° C to 30° C by occasional cooling. After a few minutes, an orange-coloured precipitate separates out. This is filtered off and recrystallised from isopropanol. 23 g (87%) of 2,4-dioxo-1,2,3,4-tetrahydro-1,5-diethyl-3-methyl-s-triazinium bromide of melting point 198° C are obtained. The reactants are CC#CCBr, CC(C)(C)OC(=O)N1CCN(c2ncnc3c2[nH]c(=O)n3CCC#N)CC1, O=C([O-])[O-], CN(C)C=O, Cl, [K+], [K+], O. The product is CC#CCn1c(=O)n(CCC#N)c2ncnc(N3CCN(C(=O)OC(C)(C)C)CC3)c21. As a reaction SMILES: [Br:34][CH2:35][C:36]#[C:37][CH3:38].[C:1]([CH3:2])([CH3:3])([CH3:4])[O:5][C:6](=[O:7])[N:8]1[CH2:9][CH2:10][N:11]([c:14]2[c:15]3[nH:16][c:17](=[O:27])[n:18]([CH2:23][CH2:24][C:25]#[N:26])[c:19]3[n:20][cH:21][n:22]2)[CH2:12][CH2:13]1.[C:28](=[O:29])([O-:30])[O-:31].[CH3:40][N:41]([CH3:42])[CH:43]=[O:44].[ClH:39].[K+:32].[K+:33].[OH2:45]>>[C:1]([CH3:2])([CH3:3])([CH3:4])[O:5][C:6](=[O:7])[N:8]1[CH2:9][CH2:10][N:11]([c:14]2[c:15]3[n:16]([CH2:35][C:36]#[C:37][CH3:38])[c:17](=[O:27])[n:18]([CH2:23][CH2:24][C:25]#[N:26])[c:19]3[n:20][cH:21][n:22]2)[CH2:12][CH2:13]1. Reactants: ClC1=C(C=NN1C)NC(=O)C=1N=C(SC1NC(OC(C)(C)C)=O)C1=C(C=CC=C1F)F (tert-Butyl 4-(5-chloro-1-methyl-1H-pyrazol-4-ylcarbamoyl)-2-(2,6-difluorophenyl)thiazol-5-ylcarbamate), FC1(CCC(C(CC1)NC(OC(C)(C)C)=O)O)C=1N(N=CC1[N+](=O)[O-])C (tert-butyl N-(5-fluoro-2-hydroxy-5-(2-methyl-4-nitro-pyrazol-3-yl)cycloheptyl)carbamate). Product: C(C)(C)(C)OC(=O)NC1=C(N=C(S1)C1=C(C=CC=C1)F)C(=O)NC1=C(N(N=C1)C)C12CCC(C(CC1)O2)NC(OC(C)(C)C)=O (tert-butyl N-(5-[4-((5-(tert-butoxycarbonylamino)-2-(2-fluorophenyl)thiazole-4-carbonyl)amino)-2-methyl-pyrazol-3-yl]-8-oxabicyclo[3.2.1]octan-2-yl]carbamate). As a reaction SMILES: Cl[C:2]1[N:6]([CH3:7])[N:5]=[CH:4][C:3]=1[NH:8][C:9]([C:11]1[N:12]=[C:13]([C:24]2[C:29](F)=[CH:28][CH:27]=[CH:26][C:25]=2[F:31])[S:14][C:15]=1[NH:16][C:17](=[O:23])[O:18][C:19]([CH3:22])([CH3:21])[CH3:20])=[O:10].F[C:33]1(C2N(C)N=CC=2[N+]([O-])=O)[CH2:39][CH2:38][CH:37]([NH:40][C:41](=[O:47])[O:42][C:43]([CH3:46])([CH3:45])[CH3:44])[CH:36]([OH:48])[CH2:35][CH2:34]1>>[C:19]([O:18][C:17]([NH:16][C:15]1[S:14][C:13]([C:24]2[CH:29]=[CH:28][CH:27]=[CH:26][C:25]=2[F:31])=[N:12][C:11]=1[C:9]([NH:8][C:3]1[CH:4]=[N:5][N:6]([CH3:7])[C:2]=1[C:33]12[O:48][CH:36]([CH2:35][CH2:34]1)[CH:37]([NH:40][C:41](=[O:47])[O:42][C:43]([CH3:46])([CH3:45])[CH3:44])[CH2:38][CH2:39]2)=[O:10])=[O:23])([CH3:22])([CH3:21])[CH3:20]. Procedure: Following the procedure for Intermediate 1 starting from tert-butyl N-(5-fluoro-2-hydroxy-5-(2-methyl-4-nitro-pyrazol-3-yl)cycloheptyl)carbamate gave tert-butyl N-(5-[4-((5-(tert-butoxycarbonylamino)-2-(2-fluorophenyl)thiazole-4-carbonyl)amino)-2-methyl-pyrazol-3-yl]-8-oxabicyclo[3.2.1]octan-2-yl]carbamate as a pale pink solid (310 mg, 31% over two steps). 1H NMR (400 MHz, CDCl3) δ 10.50 (br s, 1H), 10.48 (s, 1H), 8.39-8.29 (m, 2H), 7.60-7.51 (m, 1H), 7.38-7.31 (m, 1H), 7.18 (dd, J=11.4, 8.3 Hz,...